From a dataset of the Open Reaction Database (ORD), a public repository of structured organic reaction records. describe an organic reaction: reactants, conditions, products, and yield Starting materials: CN(/C=C/C(=O)C1=NN(C=CC1=O)C1=CC=C(C=C1)S(=O)(=O)C(F)(F)F)C (3-((E)-3-Dimethylamino-acryloyl)-1-(4-trifluoromethansulfonyl-phenyl)-1H-pyridazin-4-one), N1=CC=C(C2=CC=CC=C12)NN (quinolin-4-yl-hydrazine). The product is N1=CC=C(C2=CC=CC=C12)N1N=CC=C1C1=NN(C=CC1=O)C1=CC=C(C=C1)S(=O)(=O)C(F)(F)F (3-(2-Quinolin-4-yl-2H-pyrazol-3-yl)-1-(4-trifluoromethanesulfonyl-phenyl)-1H-pyridazin-4-one). Reaction SMILES: CN(C)/[CH:3]=[CH:4]/[C:5]([C:7]1[C:12](=[O:13])[CH:11]=[CH:10][N:9]([C:14]2[CH:19]=[CH:18][C:17]([S:20]([C:23]([F:26])([F:25])[F:24])(=[O:22])=[O:21])=[CH:16][CH:15]=2)[N:8]=1)=O.[N:28]1[C:37]2[C:32](=[CH:33][CH:34]=[CH:35][CH:36]=2)[C:31]([NH:38][NH2:39])=[CH:30][CH:29]=1>>[N:28]1[C:37]2[C:32](=[CH:33][CH:34]=[CH:35][CH:36]=2)[C:31]([N:38]2[C:5]([C:7]3[C:12](=[O:13])[CH:11]=[CH:10][N:9]([C:14]4[CH:19]=[CH:18][C:17]([S:20]([C:23]([F:24])([F:25])[F:26])(=[O:21])=[O:22])=[CH:16][CH:15]=4)[N:8]=3)=[CH:4][CH:3]=[N:39]2)=[CH:30][CH:29]=1. Procedure details: The product was obtained starting from 3-((E)-3-Dimethylamino-acryloyl)-1-(4-trifluoromethansulfonyl-phenyl)-1H-pyridazin-4-one (A-27) and quinolin-4-yl-hydrazine according to the method described for example 43. MS: M=498.1 (M+H)+ Product: CC(=O)c1c(O)cc(C)oc1=O. Starting materials: CC(=O)Cl, O=C(O)C(F)(F)F, Cc1cc(O)cc(=O)o1. As a reaction SMILES: [CH3:10][C:11]([Cl:12])=[O:13].[OH:14][C:15]([C:16]([F:17])([F:18])[F:19])=[O:20].[OH:1][c:2]1[cH:3][c:4](=[O:9])[o:5][c:6]([CH3:8])[cH:7]1>>[OH:1][c:2]1[c:3]([C:11]([CH3:10])=[O:13])[c:4](=[O:9])[o:5][c:6]([CH3:8])[cH:7]1. Starting materials: Cl (hydrochloric acid), CC(=O)C=1C=CC=C(C1)O (3-hydroxyacetophenone), C(C1=CC=CC=C1)=O (benzaldehyde), O.[OH-].[Ba+2].[OH-] (barium hydroxide, monohydrate). The solvent is C(C)O (ethanol). Yields the product OC=1C=C(C(C=CC2=CC=CC=C2)=O)C=CC1 (3'-hydroxychalcone). The yield is 93.6%. RXN SMILES: [CH3:1][C:2]([C:4]1[CH:5]=[CH:6][CH:7]=[C:8]([OH:10])[CH:9]=1)=[O:3].[CH:11](=O)[C:12]1[CH:17]=[CH:16][CH:15]=[CH:14][CH:13]=1.O.[OH-].[Ba+2].[OH-].Cl>C(O)C>[OH:10][C:8]1[CH:9]=[C:4]([CH:5]=[CH:6][CH:7]=1)[C:2](=[O:3])[CH:1]=[CH:11][C:12]1[CH:17]=[CH:16][CH:15]=[CH:14][CH:13]=1 |f:2.3.4.5|. Reported procedure: To a 250 ml round bottom flask equipped with a magnetic stirrer and reflux condenser, was charged 2.7 g (0.02 moles) of 3-hydroxyacetophenone, 2.1 g (0.02 moles) of benzaldehyde, 2.0 g (0.011 moles) of barium hydroxide, monohydrate, and 20 ml of absolute ethanol. The reaction mixture was refluxed for a total of 2.5 hours, after which it became thick and difficult to stir. Upon cooling, the resulting solid was dissolved in 100 ml. of 1 N aqueous hydrochloric acid, and another solid was observed t... Reactants: mercuric acetate, [OH-].[K+] (potassium hydroxide), C(C)O (ethanol), [BH4-].[Na+] (sodium borohydride), C(C)O (ethanol), C(C)(=O)OCCC(CCC=C(C)C)C (1-acetoxy-3,7-dimethyloct-6-ene), C(C)O (ethanol). The solvent is O (water). Run at time 8 hour. The product is C(C)OC(CCCC(CCO)C)(C)C (7-ethoxy-3,7-dimethyloctan- 1-ol). Reaction SMILES: [CH2:1]([OH:3])[CH3:2].C([O:7][CH2:8][CH2:9][CH:10]([CH3:17])[CH2:11][CH2:12][CH:13]=[C:14]([CH3:16])[CH3:15])(=O)C.[OH-].[K+].[BH4-].[Na+]>O>[CH2:1]([O:3][C:14]([CH3:16])([CH3:15])[CH2:13][CH2:12][CH2:11][CH:10]([CH3:17])[CH2:9][CH2:8][OH:7])[CH3:2] |f:2.3,4.5|. Procedure: 150 grams of mercuric acetate in 400 ml. of dry ethanol is added to 100 g. of 1-acetoxy-3,7-dimethyloct-6-ene (citronellol acetate) in 200 ml. of dry ethanol cooled in an ice bath. The temperature is allowed to come to room temperature by standing overnight. Then the mixture is cooled to 0°, 100 g. of potassium hydroxide in 1.5 l. of ethanol is added followed by addition of 10 g. of sodium borohydride in small portions. After about 30 minutes at 0°, water (100 ml.) is added and mixture left at r... Reactants: C1(=CC=CC=C1)P(C1=CC=CC=C1)C1=CC=CC=C1 (triphenylphosphine), CC1(C=2C=CC(=CC2C(CC1)(C)C)C(C=O)CCCCC)C ((RS)-2-(5,5,8,8-tetramethyl-5,6,7,8-tetrahydronaphthalen-2-yl)-heptanal), C(Br)(Br)(Br)Br (carbon tetrabromide). The solvent is C(Cl)Cl (methylene chloride), C(Cl)Cl (methylene chloride), C(Cl)Cl (methylene chloride). Run at temperature 0 celsius, time 15 minute. Product: BrC(=CC(CCCCC)C1=CC=2C(CCC(C2C=C1)(C)C)(C)C)Br ((RS)-1,1-dibromo-3-(5,5,8,8-tetramethyl-5,6,7,8-tetrahydronaphthalen-2-yl)-oct-1-ene). Isolated yield 92.5%. As a reaction SMILES: [C:1]([Br:5])(Br)(Br)[Br:2].C1(P(C2C=CC=CC=2)C2C=CC=CC=2)C=CC=CC=1.[CH3:25][C:26]1([CH3:46])[CH2:35][CH2:34][C:33]([CH3:37])([CH3:36])[C:32]2[CH:31]=[C:30]([CH:38]([CH2:41][CH2:42][CH2:43][CH2:44][CH3:45])[CH:39]=O)[CH:29]=[CH:28][C:27]1=2>C(Cl)Cl>[Br:2][C:1]([Br:5])=[CH:39][CH:38]([C:30]1[CH:29]=[CH:28][C:27]2[C:26]([CH3:46])([CH3:25])[CH2:35][CH2:34][C:33]([CH3:37])([CH3:36])[C:32]=2[CH:31]=1)[CH2:41][CH2:42][CH2:43][CH2:44][CH3:45]. Procedure: 1.62 g of carbon tetrabromide were dissolved in 25 ml of methylene chloride and treated, at −20° C., with a solution of 2.56 g of triphenylphosphine in 25 ml of methylene chloride. The mixture was stirred at 0° C. for 15 minutes. To the orange solution were added 733 mg of (RS)-2-(5,5,8,8-tetramethyl-5,6,7,8-tetrahydronaphthalen-2-yl)-heptanal in 4 ml of methylene chloride, at 0° C. The reaction mixture was stirred at room temperature for 4 hours. The mixture was quenched with the addition of 50... The reactants are chloro, O (water), CC(C)(C#N)N=NC(C)(C)C#N (α,α-azoisobutyronitrile), FC(C(COCC1=CC(=CC=C1)OC1=CC=CC=C1)(C1=CC=C(C=C1)OCC)Cl)(F)F (1,1,1-trifluoro-2-chloro-2-(4-ethoxyphenyl)-3-(3-phenoxybenzyloxy)propane), C(CCC)[SnH](CCCC)CCCC (tri-n-butyl tin hydride). The solvent is C1(=CC=CC=C1)C (toluene). Yields the product FC(C(COCC1=CC(=CC=C1)OC1=CC=CC=C1)C1=CC=C(C=C1)OCC)(F)F (1,1,1-trifluoro-2-(4-ethoxyphenyl)-3-(3-phenoxybenzyloxy)-propane). Isolated yield 90.2%. RXN SMILES: CC(N=NC(C#N)(C)C)(C#N)C.[F:13][C:14]([F:43])([F:42])[C:15](Cl)([C:32]1[CH:37]=[CH:36][C:35]([O:38][CH2:39][CH3:40])=[CH:34][CH:33]=1)[CH2:16][O:17][CH2:18][C:19]1[CH:24]=[CH:23][CH:22]=[C:21]([O:25][C:26]2[CH:31]=[CH:30][CH:29]=[CH:28][CH:27]=2)[CH:20]=1.C([SnH](CCCC)CCCC)CCC.O>C1(C)C=CC=CC=1>[F:13][C:14]([F:42])([F:43])[CH:15]([C:32]1[CH:33]=[CH:34][C:35]([O:38][CH2:39][CH3:40])=[CH:36][CH:37]=1)[CH2:16][O:17][CH2:18][C:19]1[CH:24]=[CH:23][CH:22]=[C:21]([O:25][C:26]2[CH:31]=[CH:30][CH:29]=[CH:28][CH:27]=2)[CH:20]=1. Reported procedure: A few crystals of α,α-azoisobutyronitrile (AIBN) were added to a solution of 1,1,1-trifluoro-2-chloro-2-(4-ethoxyphenyl)-3-(3-phenoxybenzyloxy)propane (0.36 g) in toluene (15 cm3), and the mixture was cooled in an ice bath whilst tri-n-butyl tin hydride (0.25 cm3) was added. The reaction mixture was heated at the reflux temperature for 1.5 hours under an atmosphere of nitrogen. Analysis by gas liquid chromatography at this time showed no trace of the starting chloro compound. The mixture was coo... The reactants are c1ccc(C(c2ccccc2)N2CCNCC2)cc1, ClC(Cl)Cl, O=S(=O)(Cl)CCCCl, ClCCl. The product is O=S(=O)(CCCCl)N1CCN(C(c2ccccc2)c2ccccc2)CC1. As a reaction SMILES: [CH:1]([c:2]1[cH:3][cH:4][cH:5][cH:6][cH:7]1)([c:8]1[cH:9][cH:10][cH:11][cH:12][cH:13]1)[N:14]1[CH2:15][CH2:16][NH:17][CH2:18][CH2:19]1.[CH:28]([Cl:29])([Cl:30])[Cl:31].[Cl:20][CH2:21][CH2:22][CH2:23][S:24](=[O:25])(=[O:26])[Cl:27].[Cl:32][CH2:33][Cl:34]>>[CH:1]([c:2]1[cH:3][cH:4][cH:5][cH:6][cH:7]1)([c:8]1[cH:9][cH:10][cH:11][cH:12][cH:13]1)[N:14]1[CH2:15][CH2:16][N:17]([S:24]([CH2:23][CH2:22][CH2:21][Cl:20])(=[O:25])=[O:26])[CH2:18][CH2:19]1.